Dataset: the Open Reaction Database (ORD), a public repository of structured organic reaction records. Task: describe an organic reaction: reactants, conditions, products, and yield Reactants: [BH3-]C#N, CC(=O)O, CCO, O=CC1CCCCC1, [Na+], CCc1ccc(-c2ccc(C3(CC(=O)NOC4CCCCO4)CCNCCS3(=O)=O)s2)cc1, O. Yields the product CCc1ccc(-c2ccc(C3(CC(=O)NOC4CCCCO4)CCN(CC4CCCCC4)CCS3(=O)=O)s2)cc1. As a reaction SMILES: [C:42]([BH3-:43])#[N:44].[CH3:46][C:47](=[O:48])[OH:49].[CH3:50][CH2:51][OH:52].[CH:34]1([CH:40]=[O:41])[CH2:35][CH2:36][CH2:37][CH2:38][CH2:39]1.[Na+:45].[O:1]1[CH:2]([O:7][NH:8][C:9]([CH2:10][C:11]2([c:20]3[s:21][c:22](-[c:25]4[cH:26][cH:27][c:28]([CH2:31][CH3:32])[cH:29][cH:30]4)[cH:23][cH:24]3)[CH2:12][CH2:13][NH:14][CH2:15][CH2:16][S:17]2(=[O:18])=[O:19])=[O:33])[CH2:3][CH2:4][CH2:5][CH2:6]1.[OH2:53]>>[O:1]1[CH:2]([O:7][NH:8][C:9]([CH2:10][C:11]2([c:20]3[s:21][c:22](-[c:25]4[cH:26][cH:27][c:28]([CH2:31][CH3:32])[cH:29][cH:30]4)[cH:23][cH:24]3)[CH2:12][CH2:13][N:14]([CH2:40][CH:34]3[CH2:35][CH2:36][CH2:37][CH2:38][CH2:39]3)[CH2:15][CH2:16][S:17]2(=[O:18])=[O:19])=[O:33])[CH2:3][CH2:4][CH2:5][CH2:6]1. Reactants: B#B (diborane), NC1=C(C=C(C=C1)C#N)[N+](=O)[O-] (1-amino-2-nitro-4-cyanobenzene). Solvent: C1CCOC1 (THF), C1CCOC1 (THF). The product is NC1=C(C=C(C=C1)CN)[N+](=O)[O-] (1-amino-2-nitro-4-aminomethylbenzene). RXN SMILES: B#B.[NH2:3][C:4]1[CH:9]=[CH:8][C:7]([C:10]#[N:11])=[CH:6][C:5]=1[N+:12]([O-:14])=[O:13]>C1COCC1>[NH2:3][C:4]1[CH:9]=[CH:8][C:7]([CH2:10][NH2:11])=[CH:6][C:5]=1[N+:12]([O-:14])=[O:13]. Reported procedure: One equivalent of diborane in THF was added to a solution of 1-amino-2-nitro-4-cyanobenzene (500 mg.) in anhydrous THF (20 ml.) under nitrogen at 10°. After 2 hours excess diborane was destroyed by addition of MeOH and the reaction mixture was evaporated to dryness. The residue was dissolved in methanol and methanolic HCl added. The solvent was evaporated, the residue was basified and the product extracted with ether (x3). The combined extracts were dried and evaporated to give impure 1-amino-2-... Starting materials: BrC=1C=C(C(=NC1)Cl)[N+](=O)[O-] (5-bromo-2-chloro-3-nitropyridine), CN (methylamine), CCO (EtOH). Run in C1CCOC1 (THF). Conditions: time 1 hour. Product: BrC=1C=C(C(=NC1)NC)[N+](=O)[O-] ((5-Bromo-3-nitro-pyridin-2-yl)-methyl-amine). Reaction SMILES: [Br:1][C:2]1[CH:3]=[C:4]([N+:9]([O-:11])=[O:10])[C:5](Cl)=[N:6][CH:7]=1.[CH3:12][NH2:13].CCO>C1COCC1>[Br:1][C:2]1[CH:3]=[C:4]([N+:9]([O-:11])=[O:10])[C:5]([NH:13][CH3:12])=[N:6][CH:7]=1. Procedure details: To a solution of 5-bromo-2-chloro-3-nitropyridine (Matrix, Columbia, USA, 9.8 g, 41.3 mmol) in 250 ml THF was added 8 M methylamine in EtOH (Aldrich, Buchs, Switzerland, 12.9 ml, 103 mmol). The reaction mixture was stirred 1 h at rt then was quenched with 300 ml water. The precipite was filtered and the filtrate concentrated before being filtered again. The yellow solids were combined and dried to give the title compound as a yellow solid (HPLC: tR 3.13 min (Method A)). Reaction SMILES: [C:1]([CH3:2])(=[O:3])[c:4]1[cH:5][cH:6][c:7](-[c:10]2[cH:11][cH:12][c:13]3[c:14]([cH:15][c:16]([C:18](=[O:19])[O:20][CH2:21][CH3:22])[o:17]3)[cH:23]2)[cH:8][cH:9]1.[CH3:26][CH2:27][OH:28].[K+:25].[OH-:24]>>[C:1]([CH3:2])(=[O:3])[c:4]1[cH:5][cH:6][c:7](-[c:10]2[cH:11][cH:12][c:13]3[c:14]([cH:15][c:16]([C:18](=[O:19])[OH:20])[o:17]3)[cH:23]2)[cH:8][cH:9]1. Yields the product CC(=O)c1ccc(-c2ccc3oc(C(=O)O)cc3c2)cc1. The reactants are CCOC(=O)c1cc2cc(-c3ccc(C(C)=O)cc3)ccc2o1, CCO, [K+], [OH-]. Starting materials: NC1=CC=CC=C1 (aniline), C(C)OC(C(CC1=CC=CC=C1)C#N)=O (α-cyanobenzenepropanoic acid ethyl ester), [OH-].[K+] (potassium hydroxide), Cl (hydrochloric acid), N(=O)[O-].[Na+] (sodium nitrite). The solvent is O (water), C(C)O (ethanol), O (water), CCOCC (ether), O (water), O (water), O (water). Conditions: time 20 minute. Yields the product C1(=CC=CC=C1)C1=C(NC2=CC=CC=C12)C#N (3-phenylindole-2-carbonitrile). RXN SMILES: [NH2:1][C:2]1[CH:7]=[CH:6][CH:5]=[CH:4][CH:3]=1.Cl.N([O-])=O.[Na+].C(OC(=O)[CH:17]([C:25]#[N:26])[CH2:18][C:19]1[CH:24]=[CH:23][CH:22]=[CH:21][CH:20]=1)C.[OH-].[K+]>O.CCOCC.C(O)C>[C:19]1([C:18]2[C:7]3[C:2](=[CH:3][CH:4]=[CH:5][CH:6]=3)[NH:1][C:17]=2[C:25]#[N:26])[CH:24]=[CH:23][CH:22]=[CH:21][CH:20]=1 |f:2.3,5.6|. Procedure: A solution of 4.08 g. (0.044 mol) of aniline in 18 ml. of concentrated hydrochloric acid and 50 ml. of water was maintained below 5° while a solution of 3.00 g. (0.043 mol) of sodium nitrite in 10 ml. of water was added. This solution was then added to a mixture of 8.30 g. (0.041 mol) of α-cyanobenzenepropanoic acid ethyl ester, 50 ml. of ethanol, 100 ml. of water, and 18 ml. of 50% potassium hydroxide solution maintained below 0°. After stirring for an additional 20 minutes the reaction was dil... Starting materials: ClC=1C=CC=C2C3(C(NC12)=O)C1=C(OC3)C=C3OCCC3=C1 (7′-chloro-5,6-dihydrospiro[benzo[1,2-b:5,4-b′]difuran-3,3′-indol]-2′(1′H)-one), ClCC=1C=NC(=NC1)OC (5-(chloromethyl)-2-methoxypyrimidine), N1C(C2(C3=CC=CC=C13)C1=C(OC2)C=C2OCCC2=C1)=O (5,6-dihydrospiro[benzo[1,2-b:5,4-b′]difuran-3,3′-indol]-2′(1′H)-one), BrCC=1OC(=CC1)C(F)(F)F (2-(bromomethyl)-5-(trifluoromethyl)furan). Product: ClC=1C=CC=C2C3(C(N(C12)CC=1OC(=CC1)C(F)(F)F)=O)COC=1C3=CC3=C(OCC3)C1 (7′-chloro-1′-((5-(trifluoromethyl)furan-2-yl)methyl)-5,6-dihydro-2H-spiro[benzofuro[6,5-b]furan-3,3′-indolin]-2′-one). Reaction SMILES: [Cl:1][C:2]1[CH:3]=[CH:4][CH:5]=[C:6]2[C:10]=1[NH:9][C:8](=[O:11])[C:7]12[CH2:15][O:14][C:13]2[CH:16]=[C:17]3[C:21](=[CH:22][C:12]1=2)[CH2:20][CH2:19][O:18]3.N1C2C(=CC=CC=2)C2(COC3C=C4C(=CC2=3)CCO4)C1=O.Br[CH2:45][C:46]1[O:47][C:48]([C:51]([F:54])([F:53])[F:52])=[CH:49][CH:50]=1.ClCC1C=NC(OC)=NC=1>>[Cl:1][C:2]1[CH:3]=[CH:4][CH:5]=[C:6]2[C:10]=1[N:9]([CH2:45][C:46]1[O:47][C:48]([C:51]([F:54])([F:53])[F:52])=[CH:49][CH:50]=1)[C:8](=[O:11])[C:7]12[C:12]2=[CH:22][C:21]3[CH2:20][CH2:19][O:18][C:17]=3[CH:16]=[C:13]2[O:14][CH2:15]1. Reported procedure: Following the procedure as described in EXAMPLE 5 and making non-critical variations using 7′-chloro-5,6-dihydrospiro[benzo[1,2-b:5,4-b′]difuran-3,3′-indol]-2′(1′H)-one to replace 5,6-dihydrospiro[benzo[1,2-b:5,4-b′]difuran-3,3′-indol]-2′(1′H)-one, and 2-(bromomethyl)-5-(trifluoromethyl)furan to replace 5-(chloromethyl)-2-methoxypyrimidine, 7′-chloro-1′-((5-(trifluoromethyl)furan-2-yl)methyl)-5,6-dihydro-2H-spiro[benzofuro[6,5-b]furan-3,3′-indolin]-2′-one was obtained (30%) as a colorless solid:... Starting materials: C(=O)C=1SC=CC1 (2-formyl-thiophene), C(=O)C=1SC=CC1 (2-formyl-thiophene), [OH-].[K+] (KOH), C(C)(=O)C1=CC=C(S1)C=1SC=CC1 (5-acetyl-2,2'-bithiophene), C(C)O (ethanol). The product is O=S1C=C(C=C1)C=CCC1=CC=C(S1)C=1SC=CC1 (5-(1-oxo-3-thienyl-2-propenyl)-2,2'-bithiophene). The yield is 84.1%. Reaction SMILES: [C:1]([C:4]1[S:8][C:7]([C:9]2[S:10][CH:11]=[CH:12][CH:13]=2)=[CH:6][CH:5]=1)(=O)[CH3:2].[CH:14]([C:16]1[S:17][CH:18]=CC=1)=O.[OH-:21].[K+].[CH2:23](O)[CH3:24]>>[O:21]=[S:17]1[CH:16]=[CH:14][C:23]([CH:24]=[CH:2][CH2:1][C:4]2[S:8][C:7]([C:9]3[S:10][CH:11]=[CH:12][CH:13]=3)=[CH:6][CH:5]=2)=[CH:18]1 |f:2.3|. Procedure: 1.1 g of 5-acetyl-2,2'-bithiophene was dissolved in 35 ml of ethanol, followed by adding 0.6 ml of 2-formyl-thiophene and KOH solution (KOH:H2O:ethanol=0.5 g:1 ml:5 ml). The color of the solution was turned into dark brown. Additional 0.1 ml of 2-formyl-thiophene was added to complete the reaction. The reaction solution was monitored by thin layer chromatography to determine whether the reaction was completed. The reaction mixture was kept in a refrigerator overnight. Decomposed with water and t... Reactants: BrC1=CC(=C(C2=CC=CC=C12)C(C)=O)O (1-(4-bromo-2-hydroxynapthalen-1-yl)ethanone), OC1=CC=C(C=C1)B(O)O ((4-hydroxyphenyl)boronic acid), C([O-])([O-])=O.[K+].[K+] (potassium carbonate). The reagents and catalysts are C=1C=CC(=CC1)[P](C=2C=CC=CC2)(C=3C=CC=CC3)[Pd]([P](C=4C=CC=CC4)(C=5C=CC=CC5)C=6C=CC=CC6)([P](C=7C=CC=CC7)(C=8C=CC=CC8)C=9C=CC=CC9)[P](C=1C=CC=CC1)(C=1C=CC=CC1)C=1C=CC=CC1 (Pd(PPh3)4). Run in O (water), O1CCOCC1 (dioxane). Conditions: temperature 100 celsius. The product is hexanes ethyl acetate, OC1=C(C2=CC=CC=C2C(=C1)C1=CC=C(C=C1)O)C(C)=O (1-[2-hydroxy-4-(4-hydroxyphenyl)napthalen-1-yl]ethanone). Yield: 83.5%. As a reaction SMILES: Br[C:2]1[C:11]2[C:6](=[CH:7][CH:8]=[CH:9][CH:10]=2)[C:5]([C:12](=[O:14])[CH3:13])=[C:4]([OH:15])[CH:3]=1.[OH:16][C:17]1[CH:22]=[CH:21][C:20](B(O)O)=[CH:19][CH:18]=1.C(=O)([O-])[O-].[K+].[K+]>O.O1CCOCC1.C1C=CC([P]([Pd]([P](C2C=CC=CC=2)(C2C=CC=CC=2)C2C=CC=CC=2)([P](C2C=CC=CC=2)(C2C=CC=CC=2)C2C=CC=CC=2)[P](C2C=CC=CC=2)(C2C=CC=CC=2)C2C=CC=CC=2)(C2C=CC=CC=2)C2C=CC=CC=2)=CC=1>[OH:15][C:4]1[CH:3]=[C:2]([C:20]2[CH:21]=[CH:22][C:17]([OH:16])=[CH:18][CH:19]=2)[C:11]2[C:6](=[CH:7][CH:8]=[CH:9][CH:10]=2)[C:5]=1[C:12](=[O:14])[CH3:13] |f:2.3.4,^1:42,44,63,82|. Reported procedure: A mixture of 1-(4-bromo-2-hydroxynapthalen-1-yl)ethanone (0.255 g, 0.96 mmol), (4-hydroxyphenyl)boronic acid (0.140 g, 1.06 mmol), Pd(PPh3)4 (0.056 g, 0.048 mmol) and potassium carbonate (0.4 g, 2.88 mmol) in water (9.7 mL) in dioxane (32.0 mL) was flushed with nitrogen, sealed and heated for 2 h in a 100° C. oil bath. The solution was cooled to room temperature and partitioned between 200 mL of 10% methanol in ethyl acetate and 100 mL saturated aqueous sodium chloride. The layers were separated...